Dataset: the Open Reaction Database (ORD), a public repository of structured organic reaction records. Task: describe an organic reaction: reactants, conditions, products, and yield Starting materials: CCCCc1nc(=O)c2cc(C=O)ccc2[nH]1, [Li]c1ccccc1, C1CCOC1. The product is CCCCc1nc(=O)c2cc(C(O)c3ccccc3)ccc2[nH]1. Reaction SMILES: [CH2:1]([CH2:2][CH2:3][CH3:4])[c:5]1[nH:6][c:7]2[cH:8][cH:9][c:10]([CH:16]=[O:17])[cH:11][c:12]2[c:13](=[O:15])[n:14]1.[Li:18][c:19]1[cH:20][cH:21][cH:22][cH:23][cH:24]1.[O:25]1[CH2:26][CH2:27][CH2:28][CH2:29]1>>[CH2:1]([CH2:2][CH2:3][CH3:4])[c:5]1[nH:6][c:7]2[cH:8][cH:9][c:10]([CH:16]([OH:17])[c:19]3[cH:20][cH:21][cH:22][cH:23][cH:24]3)[cH:11][c:12]2[c:13](=[O:15])[n:14]1. Starting materials: BrC1=C(CC2C(CCC(C2=C1)=O)(C)C)OC (7-bromo-6-methoxy-4,4-dimethyl-dihydro-2H-naphthalen-1-one), BrC1=C(CC2C(CCC(C2=C1)=O)(C)C)OC (7-bromo-6-methoxy-4,4-dimethyl-dihydro-2H-naphthalen-1-one), C(C)(C)(C)[Mg]Cl (t-butylmagnesium chloride). Yields the product BrC=1C=C2C(=CCC(C2=CC1OC)(C)C)C(C)(C)C (6-Bromo-4-t-butyl-7-methoxy-1,1-dimethyl-1,2-dihydronaphthalene). Isolated yield 34.0%. Reaction SMILES: [Br:1][C:2]1[CH:11]=[C:10]2[CH:5]([C:6]([CH3:14])([CH3:13])[CH2:7][CH2:8][C:9]2=O)[CH2:4][C:3]=1[O:15][CH3:16].[C:17]([Mg]Cl)([CH3:20])([CH3:19])[CH3:18]>>[Br:1][C:2]1[CH:11]=[C:10]2[C:5](=[CH:4][C:3]=1[O:15][CH3:16])[C:6]([CH3:14])([CH3:13])[CH2:7][CH:8]=[C:9]2[C:17]([CH3:20])([CH3:19])[CH3:18]. Procedure details: Following General Procedure A, 7-bromo-6-methoxy-4,4-dimethyl-dihydro-2H-naphthalen-1-one (Compound 92, 1.5 g, 5.3 mmol) was reacted with t-butylmagnesium chloride to afford 0.5743 g (34%) of the title compound as a yellow oil. Starting materials: C1(CCCCC1)NC(=O)C1=CC=C(C2=CC=CC=C12)S(NC1CCNCC1)(=O)=O (4-(piperidin-4-ylsulfamoyl)-naphthalene-1-carboxylic acid cyclohexylamide), C(CCC)(=O)Cl (butyryl chloride), ClC(=O)OCC (ethyl chlorformate). The product is ClC1=C(C=CC=C1)NC(=O)C1=CC=C(C2=CC=CC=C12)S(NC1CCN(CC1)C(CCC)=O)(=O)=O (4-(1-Butyryl-piperidin-4-ylsulfamoyl)-naphthalene-1-carboxylic acid (2-chloro-phenyl)-amide). RXN SMILES: [CH:1]1([NH:7][C:8]([C:10]2[C:19]3[C:14](=[CH:15][CH:16]=[CH:17][CH:18]=3)[C:13]([S:20](=[O:29])(=[O:28])[NH:21][CH:22]3[CH2:27][CH2:26][NH:25][CH2:24][CH2:23]3)=[CH:12][CH:11]=2)=[O:9])[CH2:6][CH2:5][CH2:4][CH2:3][CH2:2]1.[C:30](Cl)(=[O:34])[CH2:31][CH2:32][CH3:33].[Cl:36]C(OCC)=O>>[Cl:36][C:2]1[CH:3]=[CH:4][CH:5]=[CH:6][C:1]=1[NH:7][C:8]([C:10]1[C:19]2[C:14](=[CH:15][CH:16]=[CH:17][CH:18]=2)[C:13]([S:20](=[O:29])(=[O:28])[NH:21][CH:22]2[CH2:23][CH2:24][N:25]([C:30](=[O:34])[CH2:31][CH2:32][CH3:33])[CH2:26][CH2:27]2)=[CH:12][CH:11]=1)=[O:9]. Procedure details: The title compound was prepared according to the general procedure in Scheme 11, substituting 4-(piperidin-4-ylsulfamoyl)-naphthalene-1-carboxylic acid (2-chloro-phenyl)-amide for 4-(piperidin-4-ylsulfamoyl)-naphthalene-1-carboxylic acid cyclohexylamide, and butyryl chloride for ethyl chlorformate. Wt.: 21 mg (27%). 1H NMR (300 MHz, CDCl3) δ 8.67 (m, 2H), 8.48 (d, 1H), 8.35 (d, 1H), 8.20 (s, 1H), 7.82 (d, 1H), 7.72 (m, 2H), 7.41 (m, 2H), 7.09 (m, 1H), 4.78 (d, 1H), 4.31 (m, 1H), 3.67 (m, 1H), 3.... Starting materials: IC1=NN(C2=CC(=CC=C12)I)COCC[Si](C)(C)C (3,6-Diiodo-1-[2-(trimethyl-silanyl)-ethoxymethyl]-1H-indazole), [Li]C(C)(C)C (t-BuLi), BrC1(C=C)CC=CC=C1 (1-Bromostyrene). The reagents and catalysts are C=1C=CC(=CC1)[P](C=2C=CC=CC2)(C=3C=CC=CC3)[Pd]([P](C=4C=CC=CC4)(C=5C=CC=CC5)C=6C=CC=CC6)([P](C=7C=CC=CC7)(C=8C=CC=CC8)C=9C=CC=CC9)[P](C=1C=CC=CC1)(C=1C=CC=CC1)C=1C=CC=CC1 (Pd(PPh3)4), [Cl-].[Zn+2].[Cl-] (zinc chloride). The solvent is C1CCOC1 (THF). Reaction conditions: temperature -78 celsius, time 25 minute. Yields the product C1(=CC=CC=C1)C(=C)C1=CC=C2C=NN(C2=C1)COCC[Si](C)(C)C (6-(1-phenyl-vinyl)-1-[2-(trimethyl-silanyl)-ethoxymethyl]-1H-indazole). Isolated yield 94.4%. Reaction SMILES: Br[C:2]1([CH:9]=[CH:8][CH:7]=[CH:6][CH2:5]1)[CH:3]=[CH2:4].[Li]C(C)(C)C.I[C:16]1[C:24]2[C:19](=[CH:20][C:21](I)=[CH:22][CH:23]=2)[N:18]([CH2:26][O:27][CH2:28][CH2:29][Si:30]([CH3:33])([CH3:32])[CH3:31])[N:17]=1>C1COCC1.[Cl-].[Zn+2].[Cl-].C1C=CC([P]([Pd]([P](C2C=CC=CC=2)(C2C=CC=CC=2)C2C=CC=CC=2)([P](C2C=CC=CC=2)(C2C=CC=CC=2)C2C=CC=CC=2)[P](C2C=CC=CC=2)(C2C=CC=CC=2)C2C=CC=CC=2)(C2C=CC=CC=2)C2C=CC=CC=2)=CC=1>[C:2]1([C:3]([C:21]2[CH:20]=[C:19]3[C:24]([CH:16]=[N:17][N:18]3[CH2:26][O:27][CH2:28][CH2:29][Si:30]([CH3:33])([CH3:32])[CH3:31])=[CH:23][CH:22]=2)=[CH2:4])[CH:9]=[CH:8][CH:7]=[CH:6][CH:5]=1 |f:4.5.6,^1:45,47,66,85|. Procedure details: 1-Bromostyrene (26 μL, 0.20 mmol, 2.0 equiv) was dissolved in THF (0.75 mL), cooled to −78° C. and was treated with t-BuLi (235 μL, 0.40 mmol, 1.70 M, 4.0 equiv). The mixture was allowed to warm to −42° C. for 10 min and was added to freshly dried zinc chloride (34 mg, 0.25 mmol, 2.5 equiv). The resulting solution was allowed to warm to 23° C. with stirring for 25 min. This mix was added to a mixture of neat 3,6-Diiodo-1-[2-(trimethyl-silanyl)-ethoxymethyl]-1H-indazole (50 mg, 0.10 mmol, 1 equiv...